From a dataset of the Open Reaction Database (ORD), a public repository of structured organic reaction records. describe an organic reaction: reactants, conditions, products, and yield Reactants: CCO, CCO, O, O=S(=O)(O)O, O=C(O)C=Cc1cnc2ccccc2c1. Yields the product CCOC(=O)C=Cc1cnc2ccccc2c1. As a reaction SMILES: [CH2:22]([CH3:23])[OH:24].[CH3:25][CH2:26][OH:27].[OH2:21].[S:16](=[O:17])(=[O:18])([OH:19])[OH:20].[n:1]1[cH:2][c:3]([CH:11]=[CH:12][C:13](=[O:14])[OH:15])[cH:4][c:5]2[cH:6][cH:7][cH:8][cH:9][c:10]12>>[n:1]1[cH:2][c:3]([CH:11]=[CH:12][C:13](=[O:14])[O:15][CH2:22][CH3:23])[cH:4][c:5]2[cH:6][cH:7][cH:8][cH:9][c:10]12. Starting materials: CC(C)(C)Oc1ccccc1C=O, CN, CC(=O)[O-], ClCCl, Cl, C[N+](=O)[O-], [Na+], O. Yields the product CC(C)(C)Oc1ccccc1C=C[N+](=O)[O-]. RXN SMILES: [C:1]([CH3:2])([CH3:3])([CH3:4])[O:5][c:6]1[c:7]([CH:8]=[O:9])[cH:10][cH:11][cH:12][cH:13]1.[CH3:19][NH2:20].[CH3:22][C:23](=[O:24])[O-:25].[Cl:26][CH2:27][Cl:28].[ClH:18].[N+:14](=[O:15])([O-:16])[CH3:17].[Na+:21].[OH2:29]>>[C:1]([CH3:2])([CH3:3])([CH3:4])[O:5][c:6]1[c:7]([CH:8]=[CH:17][N+:14](=[O:15])[O-:16])[cH:10][cH:11][cH:12][cH:13]1. The product is Fc1cc(Br)cc2c1NCC2. Starting materials: O=C1CCC(=O)N1Br, CC#N, Fc1cccc2c1NCC2. RXN SMILES: [Br:11][N:12]1[C:13](=[O:14])[CH2:15][CH2:16][C:17]1=[O:18].[CH3:19][C:20]#[N:21].[F:1][c:2]1[cH:3][cH:4][cH:5][c:6]2[c:10]1[NH:9][CH2:8][CH2:7]2>>[F:1][c:2]1[cH:3][c:4]([Br:11])[cH:5][c:6]2[c:10]1[NH:9][CH2:8][CH2:7]2. Reactants: CC(C)(C)OC(=O)N1CCC(NC2CCNCC2)CC1, CC#N, COc1c(F)c(F)cc2c(=O)c(C(=O)O)cn(C3CC3)c12, ClCCl. Yields the product COc1c(N2CCC(NC3CCN(C(=O)OC(C)(C)C)CC3)CC2)c(F)cc2c(=O)c(C(=O)O)cn(C3CC3)c12. As a reaction SMILES: [C:22]([CH3:23])([CH3:24])([CH3:25])[O:26][C:27](=[O:28])[N:29]1[CH2:30][CH2:31][CH:32]([NH:35][CH:36]2[CH2:37][CH2:38][NH:39][CH2:40][CH2:41]2)[CH2:33][CH2:34]1.[CH3:45][C:46]#[N:47].[CH:1]1([n:4]2[cH:5][c:6]([C:19](=[O:20])[OH:21])[c:7](=[O:18])[c:8]3[cH:9][c:10]([F:17])[c:11]([F:16])[c:12]([O:14][CH3:15])[c:13]23)[CH2:2][CH2:3]1.[Cl:42][CH2:43][Cl:44]>>[CH:1]1([n:4]2[cH:5][c:6]([C:19](=[O:20])[OH:21])[c:7](=[O:18])[c:8]3[cH:9][c:10]([F:17])[c:11]([N:39]4[CH2:38][CH2:37][CH:36]([NH:35][CH:32]5[CH2:31][CH2:30][N:29]([C:27]([O:26][C:22]([CH3:23])([CH3:24])[CH3:25])=[O:28])[CH2:34][CH2:33]5)[CH2:41][CH2:40]4)[c:12]([O:14][CH3:15])[c:13]23)[CH2:2][CH2:3]1. Starting materials: C(=O)(N1C=NC=C1)N1C=NC=C1 (1,1′-carbonyldiimidazole), C1=C(C=CC2=CC=CC=C12)SCC(=O)O ((naphthalen-2-ylsulfanyl)-acetic acid), N[C@H]1[C@H]2SCC(=C(N2C1=O)C(=O)O)/C=C\1/C(N(CC1)CC1CC1)=O ((E)-(6R,7R)-7-amino-3-(1-cyclopropylmethyl-2-oxo-pyrrolidin-3-ylidenemethyl)-8-oxo-5-thia-1-azabicyclo[4.2.0]oct-2-ene-2-carboxylic acid). The solvent is CN(C=O)C (N,N-dimethylformamide). Product: C1(CC1)CN1C(\C(\CC1)=C\C1=C(N2C([C@H]([C@H]2SC1)NC(CSC1=CC2=CC=CC=C2C=C1)=O)=O)C(=O)O)=O ((E)-(6R,7R)-3-(1-Cyclopropylmethyl-2-oxo-pyrrolidin-3-ylidenemethyl)-7- [2-(naphthalen-2-ylsulfanyl)-acetylamino]-8-oxo-5-thia-1-aza-bicyclo[4.2.0]oct-2-ene-2-carboxylic acid). Reaction SMILES: C(N1C=CN=C1)(N1C=CN=C1)=O.[CH:13]1[C:22]2[C:17](=[CH:18][CH:19]=[CH:20][CH:21]=2)[CH:16]=[CH:15][C:14]=1[S:23][CH2:24][C:25]([OH:27])=O.[NH2:28][C@@H:29]1[C:36](=[O:37])[N:35]2[C@@H:30]1[S:31][CH2:32][C:33](/[CH:41]=[C:42]1/[C:43](=[O:51])[N:44]([CH2:47][CH:48]3[CH2:50][CH2:49]3)[CH2:45][CH2:46]/1)=[C:34]2[C:38]([OH:40])=[O:39]>CN(C)C=O>[CH:48]1([CH2:47][N:44]2[CH2:45][CH2:46]/[C:42](=[CH:41]\[C:33]3[CH2:32][S:31][C@H:30]4[N:35]([C:36](=[O:37])[C@H:29]4[NH:28][C:25](=[O:27])[CH2:24][S:23][C:14]4[CH:15]=[CH:16][C:17]5[C:22](=[CH:21][CH:20]=[CH:19][CH:18]=5)[CH:13]=4)[C:34]=3[C:38]([OH:40])=[O:39])/[C:43]2=[O:51])[CH2:50][CH2:49]1. Procedure: With 167.0 mg (1.03 mmol) 1,1′-carbonyldiimidazole, 225.0 mg (1.03 mmol (naphthalen-2-ylsulfanyl)-acetic acid and 300.0 mg (0.86 mmol) (E)-(6R,7R)-7-amino-3-(1-cyclopropylmethyl-2-oxo-pyrrolidin-3-ylidenemethyl)-8-oxo-5-thia-1-azabicyclo[4.2.0]oct-2-ene-2-carboxylic acid in 4 ml N,N-dimethylformamide. The reactants are CC(=O)O[BH-](OC(C)=O)OC(C)=O, CC(=O)O, Cc1csc(-c2cn(CCC=O)c(=O)[nH]c2=O)n1, CC#N, ClCCCl, FC(F)(F)c1ccc(C23CNCC2C3)cc1, [Na+], [Na+], O=C([O-])O. The product is Cc1csc(-c2cn(CCCN3CC4CC4(c4ccc(C(F)(F)F)cc4)C3)c(=O)[nH]c2=O)n1. As a reaction SMILES: [C:39]([O:40][BH-:41]([O:42][C:43](=[O:44])[CH3:45])[O:46][C:47](=[O:48])[CH3:49])(=[O:50])[CH3:51].[CH3:19][C:20](=[O:21])[OH:22].[CH3:1][c:2]1[n:3][c:4](-[c:7]2[c:8](=[O:18])[nH:9][c:10](=[O:17])[n:11]([CH2:13][CH2:14][CH:15]=[O:16])[cH:12]2)[s:5][cH:6]1.[CH3:62][C:63]#[N:64].[Cl:58][CH2:59][CH2:60][Cl:61].[F:23][C:24]([c:25]1[cH:26][cH:27][c:28]([C:31]23[CH2:32][NH:33][CH2:34][CH:35]2[CH2:36]3)[cH:29][cH:30]1)([F:37])[F:38].[Na+:52].[Na+:57].[O-:53][C:54]([OH:55])=[O:56]>>[CH3:1][c:2]1[n:3][c:4](-[c:7]2[c:8](=[O:18])[nH:9][c:10](=[O:17])[n:11]([CH2:13][CH2:14][CH2:15][N:33]3[CH2:32][C:31]4([c:28]5[cH:27][cH:26][c:25]([C:24]([F:23])([F:37])[F:38])[cH:30][cH:29]5)[CH:35]([CH2:34]3)[CH2:36]4)[cH:12]2)[s:5][cH:6]1.